describe an organic reaction: reactants, conditions, products, and yield From a dataset of the Open Reaction Database (ORD), a public repository of structured organic reaction records. The reactants are OCCC=1C=C(C=CC1OC)CC(C(=O)OCC)OC(C)C (ethyl 3-[3-(2-hydroxyethyl)-4-methoxyphenyl]-2-isopropoxypropanoate), ClC=1C=C(C=CC1)N=C=O (3-chlorophenylisocyanate). Yields the product ClC=1C=C(NC(=O)OCCC=2C=C(C=CC2OC)CC(C(=O)O)OC(C)C)C=CC1 (3-[3-(2-{[(3-Chloroanilino)carbonyl]oxy}ethyl)-4-methoxyphenyl]-2-isopropoxypropanoic acid). RXN SMILES: [OH:1][CH2:2][CH2:3][C:4]1[CH:5]=[C:6]([CH2:12][CH:13]([O:19][CH:20]([CH3:22])[CH3:21])[C:14]([O:16]CC)=[O:15])[CH:7]=[CH:8][C:9]=1[O:10][CH3:11].[Cl:23][C:24]1[CH:25]=[C:26]([N:30]=[C:31]=[O:32])[CH:27]=[CH:28][CH:29]=1>>[Cl:23][C:24]1[CH:25]=[C:26]([CH:27]=[CH:28][CH:29]=1)[NH:30][C:31]([O:1][CH2:2][CH2:3][C:4]1[CH:5]=[C:6]([CH2:12][CH:13]([O:19][CH:20]([CH3:21])[CH3:22])[C:14]([OH:16])=[O:15])[CH:7]=[CH:8][C:9]=1[O:10][CH3:11])=[O:32]. Reported procedure: Using ethyl 3-[3-(2-hydroxyethyl)-4-methoxyphenyl]-2-isopropoxypropanoate and 3-chlorophenylisocyanate, the title compound was obtained in the same manner as described in Example 148. Reactants: CN=C=S, Cc1ccn2cc(-c3ccc(N)cc3)nc2c1, CS(C)=O, O. As a reaction SMILES: [CH3:18][N:19]=[C:20]=[S:21].[CH3:1][c:2]1[cH:3][c:4]2[n:5]([cH:6][cH:7]1)[cH:8][c:9](-[c:11]1[cH:12][cH:13][c:14]([NH2:17])[cH:15][cH:16]1)[n:10]2.[CH3:23][S:24](=[O:25])[CH3:26].[OH2:22]>>[CH3:1][c:2]1[cH:3][c:4]2[n:5]([cH:6][cH:7]1)[cH:8][c:9](-[c:11]1[cH:12][cH:13][c:14]([NH:17][C:20]([NH:19][CH3:18])=[S:21])[cH:15][cH:16]1)[n:10]2. Product: CNC(=S)Nc1ccc(-c2cn3ccc(C)cc3n2)cc1. The yield is 79.0%. Product: Cl.O[C@@H]1CC(NC1)COC1=C(C=CC=C1)CCC1=CC=CC=C1 ((4R)-4-Hydroxy-2-[2-(2-phenylethyl)phenoxymethyl]pyrrolidine hydrochloride). Conditions: time 2 hour. Procedure details: 3 ml of a 4N solution of hydrogen chloride in dioxane were added to a solution of 200 mg of (4R)-1-t-butoxycarbonyl-4-hydroxy-2-[2-(2-phenylethyl)phenoxymethyl]pyrrolidine [prepared as described in step (b) above] in 3 ml of dioxane, and the resulting solution was stirred at room temperature for 2 hours. At the end of this time, the solution was concentrated by distillation under reduced pressure, the resulting residue was dissolved in a small amount of methylene chloride, and ethyl acetate was ... Reactants: solution, Cl (hydrogen chloride), C(C)(C)(C)OC(=O)N1C(C[C@H](C1)O)COC1=C(C=CC=C1)CCC1=CC=CC=C1 ((4R)-1-t-butoxycarbonyl-4-hydroxy-2-[2-(2-phenylethyl)phenoxymethyl]pyrrolidine). Run in O1CCOCC1 (dioxane), O1CCOCC1 (dioxane). RXN SMILES: [ClH:1].C(OC([N:9]1[CH2:13][C@H:12]([OH:14])[CH2:11][CH:10]1[CH2:15][O:16][C:17]1[CH:22]=[CH:21][CH:20]=[CH:19][C:18]=1[CH2:23][CH2:24][C:25]1[CH:30]=[CH:29][CH:28]=[CH:27][CH:26]=1)=O)(C)(C)C>O1CCOCC1>[ClH:1].[OH:14][C@H:12]1[CH2:13][NH:9][CH:10]([CH2:15][O:16][C:17]2[CH:22]=[CH:21][CH:20]=[CH:19][C:18]=2[CH2:23][CH2:24][C:25]2[CH:30]=[CH:29][CH:28]=[CH:27][CH:26]=2)[CH2:11]1 |f:3.4|. Reactants: C(C)(C)(C)OC(=O)N1[C@@H](CCC1)CO ((S)-(−)-1-tert-butoxycarbonyl-2-pyrrolidinemethanol), N(=NC(=O)OCC)C(=O)OCC (diethyl azodicarboxylate), C1(=CC=CC=C1)P(C1=CC=CC=C1)C1=CC=CC=C1 (triphenylphosphine), C1CCC2=NCCCN2CC1 (DBU), SCC(=O)O (mercaptoacetic acid), N-[3-(4-Methyl-5-oxo-4,5-dihydro-1,3,4-oxadiazol-2-yl)phenyl]-2-nitrobenzenesulfoneamide. Run in C(C)(=O)OCC (ethyl acetate), O (Water), C1(=CC=CC=C1)C (toluene), C(C)(=O)OCC (ethyl acetate), O (Water). Conditions: temperature 60 celsius, time 5 hour. Yields the product C(C)(C)(C)OC(=O)N1[C@@H](CCC1)CNC1=CC(=CC=C1)C=1OC(N(N1)C)=O ((S)-1-tert-butoxycarbonyl-2-{N-[3-(4-methyl-5-oxo-4,5-dihydro-1,3,4-oxadiazol-2-yl)phenyl]aminomethyl}pyrrolidine). The yield is 27.5%. Reaction SMILES: [C:1]([O:5][C:6]([N:8]1[CH2:12][CH2:11][CH2:10][C@H:9]1[CH2:13]O)=[O:7])([CH3:4])([CH3:3])[CH3:2].[N:15]([C:22](OCC)=O)=[N:16][C:17](OCC)=O.C1(P(C2C=CC=CC=2)C2C=CC=CC=2)C=CC=CC=1.[CH2:46]1[CH2:56][CH2:55][N:54]2[C:49](=NCCC2)[CH2:48][CH2:47]1.SC[C:59]([OH:61])=[O:60]>C1(C)C=CC=CC=1.C(OCC)(=O)C.O>[C:1]([O:5][C:6]([N:8]1[CH2:12][CH2:11][CH2:10][C@H:9]1[CH2:13][NH:54][C:49]1[CH:48]=[CH:47][CH:46]=[C:56]([C:22]2[O:61][C:59](=[O:60])[N:16]([CH3:17])[N:15]=2)[CH:55]=1)=[O:7])([CH3:2])([CH3:3])[CH3:4]. Procedure: N-[3-(4-Methyl-5-oxo-4,5-dihydro-1,3,4-oxadiazol-2-yl)phenyl]-2-nitrobenzenesulfoneamide (2.50 g, 6.64 mmol) obtained in Step 4 was dissolved in toluene (13 mL), and the mixture was stirred at 60° C. for 5 hours after adding commercially available (S)-(−)-1-tert-butoxycarbonyl-2-pyrrolidinemethanol (2.67 g, 13.3 mmol), diethyl azodicarboxylate (40% toluene solution, 6.1 mL, 13.3 mmol), and triphenylphosphine (3.49 g, 13.3 mmol). Water and ethyl acetate were added to the mixture to separate the o... The reactants are CI, CC(C)=O, Clc1nsnc1-c1cccnc1. Product: C[n+]1cccc(-c2nsnc2Cl)c1, [I-]. As a reaction SMILES: [CH3:13][I:14].[CH3:15][C:16](=[O:17])[CH3:18].[Cl:1][c:2]1[c:3](-[c:7]2[cH:8][n:9][cH:10][cH:11][cH:12]2)[n:4][s:5][n:6]1>>[Cl:1][c:2]1[c:3](-[c:7]2[cH:8][n+:9]([CH3:13])[cH:10][cH:11][cH:12]2)[n:4][s:5][n:6]1.[I-:14]. Starting materials: [Br-], C1CCOC1, C[Mg+], COc1ccc(O)c(C(C)=O)c1. The product is COc1ccc(O)c(C(C)(C)O)c1. Reaction SMILES: [Br-:1].[CH2:16]1[O:17][CH2:18][CH2:19][CH2:20]1.[CH3:2][Mg+:3].[OH:4][c:5]1[c:6]([C:13]([CH3:14])=[O:15])[cH:7][c:8]([O:11][CH3:12])[cH:9][cH:10]1>>[CH3:2][C:13]([c:6]1[c:5]([OH:4])[cH:10][cH:9][c:8]([O:11][CH3:12])[cH:7]1)([CH3:14])[OH:15].